describe an organic reaction: reactants, conditions, products, and yield From a dataset of the Open Reaction Database (ORD), a public repository of structured organic reaction records. The reactants are CN(C)C=O, O=Cc1ccc(F)cc1F, [H-], [H][H], O=[N+]([O-])c1nc[nH]n1, [Na+]. Product: O=Cc1ccc(-c2nc([N+](=O)[O-])n[nH]2)cc1F. Reaction SMILES: [CH3:23][N:24]([CH3:25])[CH:26]=[O:27].[F:13][c:14]1[c:15]([CH:16]=[O:17])[cH:18][cH:19][c:20]([F:22])[cH:21]1.[H-:9].[H:11][H:12].[N+:1](=[O:2])([O-:3])[c:4]1[n:5][nH:6][cH:7][n:8]1.[Na+:10]>>[N+:1](=[O:2])([O-:3])[c:4]1[n:5][nH:6][c:7](-[c:20]2[cH:19][cH:18][c:15]([CH:16]=[O:17])[c:14]([F:13])[cH:21]2)[n:8]1. Reactants: Nc1cc([N+](=O)[O-])ccc1SCCCCl, Cl, [Na+], [Na+], O=[N+]([O-])[O-], [OH-], Cl[Sn]Cl. Yields the product NNc1cc([N+](=O)[O-])ccc1SCCCCl. RXN SMILES: [Cl:1][CH2:2][CH2:3][CH2:4][S:5][c:6]1[c:7]([NH2:15])[cH:8][c:9]([N+:12](=[O:13])[O-:14])[cH:10][cH:11]1.[ClH:26].[Na+:16].[Na+:25].[O-:17][N+:18](=[O:19])[O-:20].[OH-:24].[Sn:21]([Cl:22])[Cl:23]>>[Cl:1][CH2:2][CH2:3][CH2:4][S:5][c:6]1[c:7]([NH:15][NH2:18])[cH:8][c:9]([N+:12](=[O:13])[O-:14])[cH:10][cH:11]1.